Dataset: the Open Reaction Database (ORD), a public repository of structured organic reaction records. Task: describe an organic reaction: reactants, conditions, products, and yield The reactants are COC(C1=C(C(=C(C(=C1)OC)OC)OC)Br)OC (2-bromo-3,4,5-trimethoxybenzaldehyde dimethylacetal), COC=1C=C(C=O)C=CC1OCC (3-methoxy-4-ethoxybenzaldehyde). The product is COC(C1=C(C(=C(C(=C1)OC)OC)OC)C(C1=CC(=C(C=C1)OCC)OC)O)OC (2-(3-methoxy-4-ethoxy-α-hydroxybenzyl)-3,4,5-trimethoxybenzaldehyde dimethylacetal). Isolated yield 84.0%. RXN SMILES: [CH3:1][O:2][CH:3]([O:17][CH3:18])[C:4]1[CH:9]=[C:8]([O:10][CH3:11])[C:7]([O:12][CH3:13])=[C:6]([O:14][CH3:15])[C:5]=1Br.[CH3:19][O:20][C:21]1[CH:22]=[C:23]([CH:26]=[CH:27][C:28]=1[O:29][CH2:30][CH3:31])[CH:24]=[O:25]>>[CH3:1][O:2][CH:3]([O:17][CH3:18])[C:4]1[CH:9]=[C:8]([O:10][CH3:11])[C:7]([O:12][CH3:13])=[C:6]([O:14][CH3:15])[C:5]=1[CH:24]([OH:25])[C:23]1[CH:26]=[CH:27][C:28]([O:29][CH2:30][CH3:31])=[C:21]([O:20][CH3:19])[CH:22]=1. Reported procedure: 2-bromo-3,4,5-trimethoxybenzaldehyde dimethylacetal and 3-methoxy-4-ethoxybenzaldehyde are reacted in the same manner as described in Example 1-(1), whereby 2-(3-methoxy-4-ethoxy-α-hydroxybenzyl)-3,4,5-trimethoxybenzaldehyde dimethylacetal is obtained as colorless syrup. Yield: 84% The reactants are OC1=CC=C(C=C1)CC(=O)O (4-Hydroxyphenyl acetic acid), C(C)C1=CC=C(C=C1)N (4-ethyl-phenylamine), CN(C)C(=[N+](C)C)ON1C2=C(C=CC=C2)N=N1.[B-](F)(F)(F)F (TBTU), CN1CCOCC1 (NMM). The solvent is CN(C)C=O (DMF), CCOC(=O)C (AcOEt). Yields the product C(C)C1=CC=C(C=C1)NC(CC1=CC=C(C=C1)O)=O (N-(4-Ethyl-phenyl)-2-(4-hydroxy-phenyl)-acetamide). RXN SMILES: [OH:1][C:2]1[CH:7]=[CH:6][C:5]([CH2:8][C:9]([OH:11])=O)=[CH:4][CH:3]=1.[CH2:12]([C:14]1[CH:19]=[CH:18][C:17]([NH2:20])=[CH:16][CH:15]=1)[CH3:13].CN(C(ON1N=NC2C=CC=CC1=2)=[N+](C)C)C.[B-](F)(F)(F)F.CN1CCOCC1>CN(C=O)C.CCOC(C)=O>[CH2:12]([C:14]1[CH:19]=[CH:18][C:17]([NH:20][C:9](=[O:11])[CH2:8][C:5]2[CH:4]=[CH:3][C:2]([OH:1])=[CH:7][CH:6]=2)=[CH:16][CH:15]=1)[CH3:13] |f:2.3|. Reported procedure: 4-Hydroxyphenyl acetic acid (1.55 g, 10.2 mmol), 4-ethyl-phenylamine (1.28 ml, 10.3 mmol), TBTU (4.82 g, 15 mmol), and NMM (8.79 ml, 80 mmol) are stirred in DMF (30 ml) at rt for 5 h. The reaction mixture is taken up in AcOEt (0.2 L), washed with H2O (40 ml, 2×) and brine (40 ml, 2×), dried (Na2SO4), concentrated under reduced pressure, and flash chromatographed (silica gel, 3.5×25 cm, AcOEt/hexane=1:2→2:3) giving the title compound of Stage 16.1 as a colorless solid (1.68 g, 6.59 mmol; 66%) M+H... Reactants: CN(C(=O)OC(C)(C)C)C1CC(CN2CCC(CCCc3ccc(F)cc3)CC2)C(c2ccccc2)C1, CS(=O)(=O)Cl. Product: CN(C1CC(CN2CCC(CCCc3ccc(F)cc3)CC2)C(c2ccccc2)C1)S(C)(=O)=O. Reaction SMILES: [CH3:1][N:2]([C:3]([O:4][C:5]([CH3:6])([CH3:7])[CH3:8])=[O:9])[CH:10]1[CH2:11][CH:12]([CH2:21][N:22]2[CH2:23][CH2:24][CH:25]([CH2:28][CH2:29][CH2:30][c:31]3[cH:32][cH:33][c:34]([F:37])[cH:35][cH:36]3)[CH2:26][CH2:27]2)[CH:13]([c:15]2[cH:16][cH:17][cH:18][cH:19][cH:20]2)[CH2:14]1.[CH3:38][S:39](=[O:40])(=[O:41])[Cl:42]>>[CH3:1][N:2]([CH:10]1[CH2:11][CH:12]([CH2:21][N:22]2[CH2:23][CH2:24][CH:25]([CH2:28][CH2:29][CH2:30][c:31]3[cH:32][cH:33][c:34]([F:37])[cH:35][cH:36]3)[CH2:26][CH2:27]2)[CH:13]([c:15]2[cH:16][cH:17][cH:18][cH:19][cH:20]2)[CH2:14]1)[S:39]([CH3:38])(=[O:40])=[O:41]. Starting materials: O (water), N1C=NC=C1 (imidazole), [H-].[Na+] (sodium hydride), CN(C=O)C (dimethylformamide), ClC1=NC=2C=CC(CC2C(=N1)NCC1=CC2=C(C=C1)OCO2)(Cl)Cl (2,6-dichloro-4-(3,4-methylenedioxybenzyl)amino-6-chloroquinazoline). Conditions: time 10 minute. The product is N1(C=NC=C1)C(=O)C1=NC2=CC=C(C=C2C(=N1)NCC1=CC2=C(C=C1)OCO2)Cl (2-(1-Imidazoyl)-4-(3,4-methylenedioxybenzyl)amino-6-chloroquinazoline). RXN SMILES: [NH:1]1[CH:5]=[CH:4][N:3]=[CH:2]1.[H-].[Na+].Cl[C:9]1[N:18]=[C:17]([NH:19][CH2:20][C:21]2[CH:26]=[CH:25][C:24]3[O:27][CH2:28][O:29][C:23]=3[CH:22]=2)[C:16]2[CH2:15][C:14]([Cl:31])(Cl)[CH:13]=[CH:12][C:11]=2[N:10]=1.O.CN(C)[CH:35]=[O:36]>>[N:1]1([C:35]([C:9]2[N:18]=[C:17]([NH:19][CH2:20][C:21]3[CH:26]=[CH:25][C:24]4[O:27][CH2:28][O:29][C:23]=4[CH:22]=3)[C:16]3[C:11](=[CH:12][CH:13]=[C:14]([Cl:31])[CH:15]=3)[N:10]=2)=[O:36])[CH:5]=[CH:4][N:3]=[CH:2]1 |f:1.2|. Procedure details: 103 mg of imidazole was added to a suspension of 68 mg of sodium hydride in 6 ml of dimethylformamide at 0° C. The obtained mixture was stirred for 10 minutes. 500 mg of 2,6-dichloro-4-(3,4-methylenedioxybenzyl)amino-6-chloroquinazoline was added to the resulting mixture at room temperature. The mixture thus prepared was stirred at 100° C. for 20 minutes, followed by the addition of water. The crystals precipitated were recovered by filtration and washed with water and ethanol/acetone successive... Starting materials: C(Cl)Cl (methylene chloride), NC=1C=CC2=C(C(=NC(C(N2C)=O)(C)C)C2=C(C=CC=C2)F)C1 (7-amino-5-(o-fluorophenyl)-1,3-dihydro-1,3,3-trimethyl-2H-1,4-benzodiazepin-2-one), Cl.NC(C(=O)Cl)(C)C (α-aminoisobutyric acid chloride hydrochloride), C([O-])([O-])=O.[K+].[K+] (potassium carbonate). The solvent is O (water), O1CCCC1 (tetrahydrofuran). Conditions: time 15 minute. Yields the product NC(C(=O)NC=1C=CC2=C(C(=NC(C(N2C)=O)(C)C)C2=C(C=CC=C2)F)C1)(C)C (2-amino-N-[5-(o-fluorophenyl)-2,3-dihydro-1,3,3-trimethyl-2-oxo-1H-1,4-benzodiazepin-7-yl]-2-methylpropionamide). RXN SMILES: [NH2:1][C:2]1[CH:3]=[CH:4][C:5]2[N:11]([CH3:12])[C:10](=[O:13])[C:9]([CH3:15])([CH3:14])[N:8]=[C:7]([C:16]3[CH:21]=[CH:20][CH:19]=[CH:18][C:17]=3[F:22])[C:6]=2[CH:23]=1.Cl.[NH2:25][C:26]([CH3:31])([CH3:30])[C:27](Cl)=[O:28].C(=O)([O-])[O-].[K+].[K+].C(Cl)Cl>O1CCCC1.O>[NH2:25][C:26]([CH3:31])([CH3:30])[C:27]([NH:1][C:2]1[CH:3]=[CH:4][C:5]2[N:11]([CH3:12])[C:10](=[O:13])[C:9]([CH3:15])([CH3:14])[N:8]=[C:7]([C:16]3[CH:21]=[CH:20][CH:19]=[CH:18][C:17]=3[F:22])[C:6]=2[CH:23]=1)=[O:28] |f:1.2,3.4.5|. Procedure details: 8 g (0.026 mol) of 7-amino-5-(o-fluorophenyl)-1,3-dihydro-1,3,3-trimethyl-2H-1,4-benzodiazepin-2-one are stirred at room temperature for 1 hour with 5 g of α-aminoisobutyric acid chloride hydrochloride in 30 ml of tetrahydrofuran, 8 g of potassium carbonate are subsequently added thereto and, after a further 15 minutes, the mixture is treated with methylene chloride and water. The organic phase is separated and the aqueous phase is extracted four times with methylene chloride. The combined organ... Reactants: Cl[C@@H]1CN(CCC1)CCC1=CC(=C(C=C1)OC)OC ((S)-(+)-3-chloro-1-(3,4-dimethoxyphenethyl)piperidine), C1=CC=CC=2NC3=C(OCC21)C=CC=C3 (5,11-dihydrodibenzo[b,e][1,4]oxazepine), [H-].[Na+] (sodium hydride). The solvent is CS(=O)C (dimethyl sulfoxide), CS(=O)C (dimethyl sulfoxide), petroleum ether. Run at time 30 minute. Yields the product COC=1C=C(CCN2[C@H](CCC2)CN2C3=C(OCC4=C2C=CC=C4)C=CC=C3)C=CC1OC ((R)-(+)-5,11-dihydro-5-[1-(3,4-dimethoxyphenethyl)-2-pyrrolidinylmethyl]dibenzo[b,e][1,4]oxazepine). Yield: 84.0%. Reaction SMILES: [H-].[Na+].[CH:3]1[C:13]2[CH2:12][O:11][C:10]3[CH:14]=[CH:15][CH:16]=[CH:17][C:9]=3[NH:8][C:7]=2[CH:6]=[CH:5][CH:4]=1.Cl[C@H:19]1[CH2:24][CH2:23][CH2:22][N:21]([CH2:25][CH2:26][C:27]2[CH:32]=[CH:31][C:30]([O:33][CH3:34])=[C:29]([O:35][CH3:36])[CH:28]=2)[CH2:20]1>CS(C)=O>[CH3:36][O:35][C:29]1[CH:28]=[C:27]([CH:32]=[CH:31][C:30]=1[O:33][CH3:34])[CH2:26][CH2:25][N:21]1[CH2:22][CH2:23][CH2:24][C@@H:20]1[CH2:19][N:8]1[C:7]2[CH:6]=[CH:5][CH:4]=[CH:3][C:13]=2[CH2:12][O:11][C:10]2[CH:14]=[CH:15][CH:16]=[CH:17][C:9]1=2 |f:0.1|. Procedure: Sixty-percent sodium hydride (470 mg, 12 mmols) was washed with petroleum ether, and then suspended in 50 ml of dimethyl sulfoxide. To the suspension were added 1.5 g (7.5 mmols) of 5,11-dihydrodibenzo[b,e][1,4]oxazepine. The mixture was stirred in a nitrogen atmosphere at room temperature for 30 minutes. To this reaction solution was added dropwise a solution of 3.2 g (11 mmols) of (S)-(+)-3-chloro-1-(3,4-dimethoxyphenethyl)piperidine [[α]D25 =+20.3° (c=0.9, ethano l)] in 30 ml of dimethyl sulf... Reactants: [OH-].[Na+] (sodium hydroxide), ClCC1=CC=C(COC2=CC=C(C=C2)CCC(=O)OC)C=C1 (methyl 3-(4-([4-(chloromethyl)benzyl]oxy}phenyl)propanoate), Cl (Hydrochloric acid), Cl.Cl.C1(=CC=CC=C1)S(=O)(=O)CCN1CCNCC1 (1-(2-benzenesulfonylethyl)piperazine dihydrochloride), C([O-])([O-])=O.[K+].[K+] (potassium carbonate). Solvent: O (Water), CN(C=O)C (N,N-dimethylformamide), CN(C=O)C (N,N-dimethylformamide). Conditions: temperature 70 celsius, time 66 hour. Product: C1(=CC=CC=C1)S(=O)(=O)CCN1CCN(CC1)CC1=CC=C(COC2=CC=C(C=C2)CCC(=O)O)C=C1 (3-(4-{[4-({4-[2-(phenylsulfonyl)ethyl]piperazin-1-yl)methyl)benzyl]oxy}phenyl)propanoic acid). Isolated yield 61.6%. RXN SMILES: Cl[CH2:2][C:3]1[CH:22]=[CH:21][C:6]([CH2:7][O:8][C:9]2[CH:14]=[CH:13][C:12]([CH2:15][CH2:16][C:17]([O:19]C)=[O:18])=[CH:11][CH:10]=2)=[CH:5][CH:4]=1.Cl.Cl.[C:25]1([S:31]([CH2:34][CH2:35][N:36]2[CH2:41][CH2:40][NH:39][CH2:38][CH2:37]2)(=[O:33])=[O:32])[CH:30]=[CH:29][CH:28]=[CH:27][CH:26]=1.C(=O)([O-])[O-].[K+].[K+].[OH-].[Na+].Cl>CN(C)C=O.O>[C:25]1([S:31]([CH2:34][CH2:35][N:36]2[CH2:41][CH2:40][N:39]([CH2:2][C:3]3[CH:22]=[CH:21][C:6]([CH2:7][O:8][C:9]4[CH:14]=[CH:13][C:12]([CH2:15][CH2:16][C:17]([OH:19])=[O:18])=[CH:11][CH:10]=4)=[CH:5][CH:4]=3)[CH2:38][CH2:37]2)(=[O:33])=[O:32])[CH:26]=[CH:27][CH:28]=[CH:29][CH:30]=1 |f:1.2.3,4.5.6,7.8|. Procedure: To a solution of methyl 3-(4-([4-(chloromethyl)benzyl]oxy}phenyl)propanoate (50 mg, 0.16 mmol) in N,N-dimethylformamide (1 mL) were added a suspension of 1-(2-benzenesulfonylethyl)piperazine dihydrochloride (62 mg, 0.19 mmol) in N,N-dimethylformamide (0.5 mL) and potassium carbonate (80 mg, 0.58 mmol) and the mixture was stirred at 70° C. for 66 hr. Water (2 mL) was added to the reaction mixture, and the mixture was extracted with dichloromethane (2 mL). The organic layer was concentrated by a G...